This data is from the Open Reaction Database (ORD), a public repository of structured organic reaction records. The task is: describe an organic reaction: reactants, conditions, products, and yield Starting materials: O (water), NCCCCCCCNC(=O)NC(CC(=O)OCC)C=1C=NC=CC1 (Ethyl β-[[[[7-aminoheptyl]amino]carbonyl]amino]-3-pyridinepropanoate), [N+](=O)(O)[O-].CC1=NN(C(=C1)C)C(=N)N (3,5-dimethylpyrazole-1-carboxamidine nitrate), C(C)(C)N(CC)C(C)C (diisopropylethylamine). The solvent is O1CCOCC1 (dioxane). Yields the product NN=CNCCCCCCCNC(=O)NC(CC(=O)OCC)C=1C=NC=CC1 (Ethyl β-[[[[7-[[aminoiminomethyl]amino]heptyl]amino]carbonyl]amino]-3-pyridinepropanoate). The yield is 74.3%. RXN SMILES: [NH2:1][CH2:2][CH2:3][CH2:4][CH2:5][CH2:6][CH2:7][CH2:8][NH:9][C:10]([NH:12][CH:13]([C:20]1[CH:21]=[N:22][CH:23]=[CH:24][CH:25]=1)[CH2:14][C:15]([O:17][CH2:18][CH3:19])=[O:16])=[O:11].[N+]([O-])(O)=O.C[C:31]1C=C(C)[N:33](C(N)=N)[N:32]=1.C(N(C(C)C)CC)(C)C.O>O1CCOCC1>[NH2:33][N:32]=[CH:31][NH:1][CH2:2][CH2:3][CH2:4][CH2:5][CH2:6][CH2:7][CH2:8][NH:9][C:10]([NH:12][CH:13]([C:20]1[CH:21]=[N:22][CH:23]=[CH:24][CH:25]=1)[CH2:14][C:15]([O:17][CH2:18][CH3:19])=[O:16])=[O:11] |f:1.2|. Reported procedure: Ethyl β-[[[[7-aminoheptyl]amino]carbonyl]amino]-3-pyridinepropanoate (1.2 g; 3 mmoles), 3,5-dimethylpyrazole-1-carboxamidine nitrate (2.6 g; 13.3 mmoles) and diisopropylethylamine (3.74 g; 28.7 mmoles) were stirred in dioxane (25 ml) and water (10 ml) for 22 hrs. The mixture was taken down to dryness under reduced pressure and the residue was purified by HPLC using a linear gradient of 5-45% acetonitrile/water/trifluoroacetic acid. The desired fractions were collected and lyophilized to give 875... Starting materials: B, C1CCOC1, C1CCOC1, CCOC(=O)CC1(CCC(CCc2ccc(C(=O)OC)cc2)C(=O)O)CC1, [Cl-], [NH4+]. Yields the product CCOC(=O)CC1(CCC(CO)CCc2ccc(C(=O)OC)cc2)CC1. Reaction SMILES: [BH3:1].[CH2:2]1[O:3][CH2:4][CH2:5][CH2:6]1.[CH2:36]1[O:37][CH2:38][CH2:39][CH2:40]1.[CH2:7]([CH3:8])[O:9][C:10]([CH2:11][C:12]1([CH2:15][CH2:16][CH:17]([C:18](=[O:19])[OH:20])[CH2:21][CH2:22][c:23]2[cH:24][cH:25][c:26]([C:29](=[O:30])[O:31][CH3:32])[cH:27][cH:28]2)[CH2:13][CH2:14]1)=[O:33].[Cl-:34].[NH4+:35]>>[CH2:7]([CH3:8])[O:9][C:10]([CH2:11][C:12]1([CH2:15][CH2:16][CH:17]([CH2:18][OH:19])[CH2:21][CH2:22][c:23]2[cH:24][cH:25][c:26]([C:29](=[O:30])[O:31][CH3:32])[cH:27][cH:28]2)[CH2:13][CH2:14]1)=[O:33].